Dataset: the Open Reaction Database (ORD), a public repository of structured organic reaction records. Task: describe an organic reaction: reactants, conditions, products, and yield Reactants: [H-].[Na+] (sodium hydride), Cl (hydrochloric acid), C(C(=O)C1=CC=CC=C1)NC1=C(N(C2=CC(=CC(=C12)Cl)Cl)C(=O)OC(C)(C)C)C(=O)OCC (3-[(phenacyl)amino]-2-carbethoxy-4,6-dichloro-1-tert-butyloxycarbonyl-indole), C(C1=CC=CC=C1)Br (benzyl bromide). Solvent: CN(C=O)C (dimethylformamide), CN(C=O)C (dimethylformamide). Run at temperature -10 celsius, time 30 minute. The product is C(C(=O)C1=CC=CC=C1)N(C1=C(N(C2=CC(=CC(=C12)Cl)Cl)C(=O)OC(C)(C)C)C(=O)OCC)CC1=CC=CC=C1 (3-[(Phenacyl)benzylamino]-2-carbethoxy-4,6-dichloro-1-tert-butyloxycarbonyl-indole). Reaction SMILES: [H-].[Na+].[CH2:3]([NH:12][C:13]1[C:21]2[C:16](=[CH:17][C:18]([Cl:23])=[CH:19][C:20]=2[Cl:22])[N:15]([C:24]([O:26][C:27]([CH3:30])([CH3:29])[CH3:28])=[O:25])[C:14]=1[C:31]([O:33][CH2:34][CH3:35])=[O:32])[C:4]([C:6]1[CH:11]=[CH:10][CH:9]=[CH:8][CH:7]=1)=[O:5].[CH2:36](Br)[C:37]1[CH:42]=[CH:41][CH:40]=[CH:39][CH:38]=1.Cl>CN(C)C=O>[CH2:3]([N:12]([CH2:36][C:37]1[CH:42]=[CH:41][CH:40]=[CH:39][CH:38]=1)[C:13]1[C:21]2[C:16](=[CH:17][C:18]([Cl:23])=[CH:19][C:20]=2[Cl:22])[N:15]([C:24]([O:26][C:27]([CH3:30])([CH3:29])[CH3:28])=[O:25])[C:14]=1[C:31]([O:33][CH2:34][CH3:35])=[O:32])[C:4]([C:6]1[CH:11]=[CH:10][CH:9]=[CH:8][CH:7]=1)=[O:5] |f:0.1|. Reported procedure: Suspend sodium hydride (42 mg of a 60% dispersion, 1.39 mmol) in dimethylformamide, place under nitrogen atmosphere and cool to -10° C. Add, by dropwise addition, a solution of 3-[(phenacyl)amino]-2-carbethoxy-4,6-dichloro-1-tert-butyloxycarbonyl-indole (0.6 g, 1.26 mmol) in dimethylformamide. Stir at -10° C. for 30 minutes and add, by dropwise addition, benzyl bromide (0.24 g, 1.39 mmol). Stir for 5 hours, pour into 1N hydrochloric acid and extract into ethyl acetate. Dry (MgSO4) and evaporate ... The reactants are BrCc1ccccc1, CN(C)P(=O)(N(C)C)N(C)C, CC(C(=O)O)c1cc(=O)[nH]c2ccccc12, O. The product is CC(C(=O)O)c1cc(=O)n(Cc2ccccc2)c2ccccc12. RXN SMILES: [Br:17][CH2:18][c:19]1[cH:20][cH:21][cH:22][cH:23][cH:24]1.[CH3:26][N:27]([P:28]([N:29]([CH3:30])[CH3:31])([N:32]([CH3:33])[CH3:34])=[O:35])[CH3:36].[O:1]=[c:2]1[nH:3][c:4]2[cH:5][cH:6][cH:7][cH:8][c:9]2[c:10]([CH:12]([C:13](=[O:14])[OH:15])[CH3:16])[cH:11]1.[OH2:25]>>[O:1]=[c:2]1[n:3]([CH2:18][c:19]2[cH:20][cH:21][cH:22][cH:23][cH:24]2)[c:4]2[cH:5][cH:6][cH:7][cH:8][c:9]2[c:10]([CH:12]([C:13](=[O:14])[OH:15])[CH3:16])[cH:11]1. Reactants: C1CCOC1, CCOC(=O)N=NC(=O)OCC, OCC(F)(F)F, O=C1NC(=O)C(c2ccccc2)=C1Nc1ccc(OC(F)(F)F)cc1, c1ccc(P(c2ccccc2)c2ccccc2)cc1. Product: O=C1C(Nc2ccc(OC(F)(F)F)cc2)=C(c2ccccc2)C(=O)N1CC(F)(F)F. Reaction SMILES: [CH2:63]1[O:64][CH2:65][CH2:66][CH2:67]1.[O:26]=[C:27]([O:28][CH2:29][CH3:30])[N:31]=[N:32][C:33]([O:34][CH2:35][CH3:36])=[O:37].[OH:57][CH2:58][C:59]([F:60])([F:61])[F:62].[c:1]1([C:7]2=[C:11]([NH:12][c:13]3[cH:14][cH:15][c:16]([O:19][C:20]([F:21])([F:22])[F:23])[cH:17][cH:18]3)[C:10](=[O:24])[NH:9][C:8]2=[O:25])[cH:2][cH:3][cH:4][cH:5][cH:6]1.[c:38]1([P:39]([c:40]2[cH:41][cH:42][cH:43][cH:44][cH:45]2)[c:46]2[cH:47][cH:48][cH:49][cH:50][cH:51]2)[cH:52][cH:53][cH:54][cH:55][cH:56]1>>[c:1]1([C:7]2=[C:11]([NH:12][c:13]3[cH:14][cH:15][c:16]([O:19][C:20]([F:21])([F:22])[F:23])[cH:17][cH:18]3)[C:10](=[O:24])[N:9]([CH2:58][C:59]([F:60])([F:61])[F:62])[C:8]2=[O:25])[cH:2][cH:3][cH:4][cH:5][cH:6]1.